Dataset: the Open Reaction Database (ORD), a public repository of structured organic reaction records. Task: describe an organic reaction: reactants, conditions, products, and yield Reported procedure: 6-Phenyl-3-hexenyl bromide [V; Ar is C6H5, R is H] was prepared from 16.5 g. of 2-phenylethyl cyclopropyl carbinol (Preparation B6), 21.5 g. of phosphorus tribromide, 17.65 g. of lithium bromide and 20.7 g. of zinc bromide according to the procedure given above in Preparation C1, affording 21 g. of product as a pale yellow oil. As a reaction SMILES: [C:1]1([CH2:7][CH2:8][CH:9]([CH:11]2[CH2:13][CH2:12]2)O)[CH:6]=[CH:5][CH:4]=[CH:3][CH:2]=1.P(Br)(Br)[Br:15].[Br-].[Li+]>[Br-].[Zn+2].[Br-]>[C:1]1([CH2:7][CH2:8][CH:9]=[CH:11][CH2:12][CH2:13][Br:15])[CH:6]=[CH:5][CH:4]=[CH:3][CH:2]=1 |f:2.3,4.5.6|. Reactants: C1(=CC=CC=C1)CCC(O)C1CC1 (2-phenylethyl cyclopropyl carbinol), C1, P(Br)(Br)Br (phosphorus tribromide), [Br-].[Li+] (lithium bromide). The reagents and catalysts are [Br-].[Zn+2].[Br-] (zinc bromide). Product: C1(=CC=CC=C1)CCC=CCCBr (6-Phenyl-3-hexenyl bromide).